describe an organic reaction: reactants, conditions, products, and yield From a dataset of the Open Reaction Database (ORD), a public repository of structured organic reaction records. Reactants: COC(=O)C1=CC2=C(N=C(O2)COC2=C(C=C(C=C2)Cl)Cl)C=C1 (2-(2,4-dichloro-phenoxymethyl)-benzoxazole-6-carboxylic acid methyl ester), [Br-].[Al+3].[Br-].[Br-] (aluminum bromide), O (water), Cl (HCl). Solvent: CSC (dimethyl sulfide), ClCCl (dichloromethane). Conditions: time 2.5 hour. Yields the product O1C=NC2=C1C=C(C=C2)C(=O)O (benzoxazole-6-carboxylic acid). Isolated yield 61.2%. RXN SMILES: C[O:2][C:3]([C:5]1[CH:23]=[CH:22][C:8]2[N:9]=[C:10](COC3C=CC(Cl)=CC=3Cl)[O:11][C:7]=2[CH:6]=1)=[O:4].[Br-].[Al+3].[Br-].[Br-].O.Cl>CSC.ClCCl>[O:11]1[C:7]2[CH:6]=[C:5]([C:3]([OH:4])=[O:2])[CH:23]=[CH:22][C:8]=2[N:9]=[CH:10]1 |f:1.2.3.4|. Procedure details: To a solution of 2-(2,4-dichloro-phenoxymethyl)-benzoxazole-6-carboxylic acid methyl ester (100 mg, 0.29 mmol) in dimethyl sulfide (8 ml) and dichloromethane (58 ml) was added aluminum bromide (1.24 g, 4.64 mmol). The reaction mixture was stirred at room temperature for 2.5 h, after which water and 10% HCl were added. After stirring at room temperature for 1 h, the mixture was partitioned between ethyl acetate and water. The organic phase was washed with brine, dried (MgSO4 anh), and concentrate...